Dataset: the Open Reaction Database (ORD), a public repository of structured organic reaction records. Task: describe an organic reaction: reactants, conditions, products, and yield Starting materials: C(C)OC(CNC(=O)C1=CC2=C(N(C(=N2)C(F)(F)F)C2=NC=C(N=C2)NC(C2=C(C=CC=C2F)F)=O)C=C1)OCC (1-[5-(2,6-difluoro-benzoylamino)-pyrazin-2-yl]-2-trifluoromethyl-1H-benzoimidazole-5-carboxylic acid (2,2-diethoxy-ethyl)-amide), CCOC(=O)C (EtOAc), O=P12OP3(=O)OP(=O)(O1)OP(=O)(O2)O3 (P2O5). The solvent is CS(=O)(=O)O (CH3SO3H), ice water. Conditions: temperature 130 celsius, time 3 hour. Yields the product FC1=C(C(=O)NC2=NC=C(N=C2)N2C(=NC3=C2C=CC(=C3)C=3OC=CN3)C(F)(F)F)C(=CC=C1)F (2,6-difluoro-N-[5-(5-oxazol-2-yl-2-trifluoromethyl-benzoimidazol-1-yl)-pyrazin-2-yl]-benzamide). The yield is 11.4%. As a reaction SMILES: C(O[CH:4](OCC)[CH2:5][NH:6][C:7]([C:9]1[CH:38]=[CH:37][C:12]2[N:13]([C:20]3[CH:25]=[N:24][C:23]([NH:26][C:27](=[O:36])[C:28]4[C:33]([F:34])=[CH:32][CH:31]=[CH:30][C:29]=4[F:35])=[CH:22][N:21]=3)[C:14]([C:16]([F:19])([F:18])[F:17])=[N:15][C:11]=2[CH:10]=1)=[O:8])C.O=P12OP3(OP(OP(O3)(O1)=O)(=O)O2)=O.CCOC(C)=O>CS(O)(=O)=O>[F:34][C:33]1[CH:32]=[CH:31][CH:30]=[C:29]([F:35])[C:28]=1[C:27]([NH:26][C:23]1[CH:22]=[N:21][C:20]([N:13]2[C:12]3[CH:37]=[CH:38][C:9]([C:7]4[O:8][CH:4]=[CH:5][N:6]=4)=[CH:10][C:11]=3[N:15]=[C:14]2[C:16]([F:19])([F:18])[F:17])=[CH:25][N:24]=1)=[O:36]. Reported procedure: Into a 50 mL roundbottom flask, was placed a solution of 1-[5-(2,6-difluoro-benzoylamino)-pyrazin-2-yl]-2-trifluoromethyl-1H-benzoimidazole-5-carboxylic acid (2,2-diethoxy-ethyl)-amide (xiv) (50 mg, 0.09 mmol, 1.00 equiv) in CH3SO3H (3 g). To the mixture was added P2O5 (80 mg, 0.56 mmol, 5.00 equiv). The resulting solution was allowed to stir at 130° C. for 3 h, then was diluted with ice water and extracted three times with 150 mL of EtOAc. The organic layers were combined and dried over Na2SO4.... The reactants are CC=1C=CC(=NC1)C#C (5-methylpyridin-2-yl-acetylene), CC=1C=CC(=NC1)Br (5-methyl-2-bromopyridine), C[Si](C)(C)C#C (trimethylsilyl-acetylene), IC1=C(C(=C(C=C1)OCC)F)F (4-iodo-2,3-difluorophenetole). The reagents and catalysts are [Cu]I (CuI), [Pd] (Pd), [Pd] (Pd). Solvent: C(C)N(CC)CC (triethylamine), petroleum ether. Conditions: time 24 hour. Product: CC=1C=CC(=NC1)C#CC1=C(C(=C(C=C1)OCC)F)F (1-(5methylpyridin-2-yl)-2-(2,3-difluoro-4-ethoxyphenyl) acetylene). RXN SMILES: [CH3:1][C:2]1[CH:3]=[CH:4][C:5]([C:8]#[CH:9])=[N:6][CH:7]=1.CC1C=CC(Br)=NC=1.C[Si](C#C)(C)C.I[C:25]1[CH:30]=[CH:29][C:28]([O:31][CH2:32][CH3:33])=[C:27]([F:34])[C:26]=1[F:35]>[Pd].[Cu]I.C(N(CC)CC)C>[CH3:1][C:2]1[CH:3]=[CH:4][C:5]([C:8]#[C:9][C:25]2[CH:30]=[CH:29][C:28]([O:31][CH2:32][CH3:33])=[C:27]([F:34])[C:26]=2[F:35])=[N:6][CH:7]=1. Procedure details: A mixture of 0.01 mol of 5-methylpyridin-2-yl-acetylene (which can be prepared from 5-methyl-2-bromopyridine by reaction with trimethylsilyl-acetylene and Pd catalyst and subsequent splitting off of the trimethylsilyl group), 0.01 mol of 4-iodo-2,3-difluorophenetole (for the preparation, see Example 9), 30 ml of triethylamine, 0.2 mmol of Pd catalyst and 0.1 mmol of CuI is stirred at room temperature for 24 hours. The reaction mixture is diluted with petroleum ether and filtered over silica gel.... Reactants: B(Br)(Br)Br (boron tribromide), COC[C@H](C)OC=1C=C(C=C(C1)OC1=NC=C(N=C1)S(=O)(=O)C)C1=CC=C(N1)C=1OC[C@H](N1)C(C)O ([(4S)-2-(5-(3-{[(2S)-1-Methoxypropan-2-yl]oxy}-5-{[5-(methylsulfonyl)pyrazin-2-yl]oxy}phenyl)-1H-pyrrol-2-yl]-4,5-dihydro-1,3-oxazol-4-yl}ethanol), C(O)([O-])=O.[Na+] (sodium hydrogencarbonate). The solvent is C(Cl)Cl (methylene chloride). Conditions: time 1.5 hour. The product is O[C@H](C)[C@H]1N=C(OC1)C1=CC=C(N1)C=1C=C(O[C@H](CO)C)C=C(C1)OC1=NC=C(N=C1)S(=O)(=O)C ((2S)-2-[3-(5-{(4S)-4-[(1R)-1-Hydroxyethyl]-4,5-dihydro-1,3-oxazol-2-yl}-1H-pyrrol-2-yl)-5-{[5-(methylsulfonyl)pyrazin-2-yl]oxy}phenoxy]propan-1-ol). The yield is 71.0%. RXN SMILES: C[O:2][CH2:3][C@@H:4]([O:6][C:7]1[CH:8]=[C:9]([C:24]2[NH:28][C:27]([C:29]3[O:30][CH2:31][C@@H:32]([CH:34]([OH:36])[CH3:35])[N:33]=3)=[CH:26][CH:25]=2)[CH:10]=[C:11]([O:13][C:14]2[CH:19]=[N:18][C:17]([S:20]([CH3:23])(=[O:22])=[O:21])=[CH:16][N:15]=2)[CH:12]=1)[CH3:5].B(Br)(Br)Br.C(=O)([O-])O.[Na+]>C(Cl)Cl>[OH:36][C@@H:34]([C@@H:32]1[CH2:31][O:30][C:29]([C:27]2[NH:28][C:24]([C:9]3[CH:8]=[C:7]([CH:12]=[C:11]([O:13][C:14]4[CH:19]=[N:18][C:17]([S:20]([CH3:23])(=[O:22])=[O:21])=[CH:16][N:15]=4)[CH:10]=3)[O:6][C@@H:4]([CH3:5])[CH2:3][OH:2])=[CH:25][CH:26]=2)=[N:33]1)[CH3:35] |f:2.3|. Procedure details: (1R)-1-{[(4S)-2-(5-(3-{[(2S)-1-Methoxypropan-2-yl]oxy}-5-{[5-(methylsulfonyl)pyrazin-2-yl]oxy}phenyl)-1H-pyrrol-2-yl]-4,5-dihydro-1,3-oxazol-4-yl}ethanol (213 mg, 0.412 mmol) synthesized in Example (114d) was dissolved in methylene chloride (5.0 mL), and boron tribromide (1.0 mol/L methylene chloride solution, 0.80 mL, 0.80 mmol) was added dropwise at −78° C., followed by stirring at room temperature for 1.5 hours under nitrogen atmosphere. To this reaction solution, a saturated aqueous sodium h... Reaction SMILES: [CH2:1]([CH2:2][CH3:3])[c:4]1[n:5][c:6]2[c:7]([n:8]1[CH2:9][c:10]1[cH:11][cH:12][c:13](-[c:16]3[c:17]([C:22](=[O:23])[O:24][C:25]([CH3:26])([CH3:27])[CH3:28])[cH:18][cH:19][cH:20][cH:21]3)[cH:14][cH:15]1)[cH:29][c:30](-[c:33]1[n:34][c:35]3[c:36]([n:37]1[CH3:38])[cH:39][cH:40][c:41]([C:43]([F:44])([F:45])[F:46])[cH:42]3)[cH:31][cH:32]2.[CH2:54]([Cl:55])[Cl:56].[OH:47][C:48]([C:49]([F:50])([F:51])[F:52])=[O:53]>>[CH2:1]([CH2:2][CH3:3])[c:4]1[n:5][c:6]2[c:7]([n:8]1[CH2:9][c:10]1[cH:11][cH:12][c:13](-[c:16]3[c:17]([C:22](=[O:23])[OH:24])[cH:18][cH:19][cH:20][cH:21]3)[cH:14][cH:15]1)[cH:29][c:30](-[c:33]1[n:34][c:35]3[c:36]([n:37]1[CH3:38])[cH:39][cH:40][c:41]([C:43]([F:44])([F:45])[F:46])[cH:42]3)[cH:31][cH:32]2. The reactants are CCCc1nc2ccc(-c3nc4cc(C(F)(F)F)ccc4n3C)cc2n1Cc1ccc(-c2ccccc2C(=O)OC(C)(C)C)cc1, ClCCl, O=C(O)C(F)(F)F. Product: CCCc1nc2ccc(-c3nc4cc(C(F)(F)F)ccc4n3C)cc2n1Cc1ccc(-c2ccccc2C(=O)O)cc1. Reactants: CCc1n[nH]c2cc(-c3ccnn3-c3ccc(S(C)(=O)=O)cc3)ccc12, CCOC(C)=O, CCN=C=O, O, c1ccncc1. Yields the product CCNC(=O)n1nc(CC)c2ccc(-c3ccnn3-c3ccc(S(C)(=O)=O)cc3)cc21. RXN SMILES: [CH2:6]([CH3:7])[c:8]1[n:9][nH:10][c:11]2[cH:12][c:13](-[c:17]3[cH:18][cH:19][n:20][n:21]3-[c:22]3[cH:23][cH:24][c:25]([S:28](=[O:29])(=[O:30])[CH3:31])[cH:26][cH:27]3)[cH:14][cH:15][c:16]12.[CH3:33][CH2:34][O:35][C:36](=[O:37])[CH3:38].[N:1](=[C:2]=[O:3])[CH2:4][CH3:5].[OH2:32].[cH:39]1[cH:40][cH:41][n:42][cH:43][cH:44]1>>[NH:1]([C:2](=[O:3])[n:10]1[n:9][c:8]([CH2:6][CH3:7])[c:16]2[c:11]1[cH:12][c:13](-[c:17]1[cH:18][cH:19][n:20][n:21]1-[c:22]1[cH:23][cH:24][c:25]([S:28](=[O:29])(=[O:30])[CH3:31])[cH:26][cH:27]1)[cH:14][cH:15]2)[CH2:4][CH3:5]. The reactants are CS(=O)C (dimethylsulfoxide), OCCCN1CCC(CC1)CCCOC1=CC=C(C#N)C=C1 (4-{3-[1-(3-hydroxypropyl)-4-piperidinyl]propoxy}benzonitrile), NO (hydroxylamine). The solvent is O (water). Reaction conditions: temperature 45 celsius, time 30 minute. Product: ON=C(C1=CC=C(C=C1)OCCCC1CCN(CC1)CCCO)N (N′-hydroxy-4-{3-[1-(3-hydroxypropyl)-4-piperidinyl]propoxy}benzamidine). Reaction SMILES: CS(C)=O.[OH:5][CH2:6][CH2:7][CH2:8][N:9]1[CH2:14][CH2:13][CH:12]([CH2:15][CH2:16][CH2:17][O:18][C:19]2[CH:26]=[CH:25][C:22]([C:23]#[N:24])=[CH:21][CH:20]=2)[CH2:11][CH2:10]1.[NH2:27][OH:28]>O>[OH:28][N:27]=[C:23]([NH2:24])[C:22]1[CH:21]=[CH:20][C:19]([O:18][CH2:17][CH2:16][CH2:15][CH:12]2[CH2:11][CH2:10][N:9]([CH2:8][CH2:7][CH2:6][OH:5])[CH2:14][CH2:13]2)=[CH:26][CH:25]=1. Procedure: To a dimethylsulfoxide (43 mL) suspension of 4.27 g of 4-{3-[1-(3-hydroxypropyl)-4-piperidinyl]propoxy}benzonitrile was added 4.32 mL of a 50% hydroxylamine aqueous solution at room temperature, which was then stirred at 40 to 50° C. for 3 hours and 30 minutes. The reaction mixture was cooled down to room temperature, to which 50 mL of water was then added dropwise over a period of 10 minutes, followed by stirring at room temperature for 30 minutes. The precipitate was collected by filtration an... Starting materials: O=C1CCC(=O)N1Br, CCCCCCCCOc1ccc(-c2ccc(C(=O)Oc3ccc(C(C)C(=O)OC)cc3)cc2)cc1, ClC(Cl)(Cl)Cl. The product is CCCCCCCCOc1ccc(-c2ccc(C(=O)Oc3ccc(C(C)(Br)C(=O)OC)cc3)cc2)cc1. Reaction SMILES: [Br:37][N:38]1[C:39](=[O:40])[CH2:41][CH2:42][C:43]1=[O:44].[CH2:1]([CH2:2][CH2:3][CH2:4][CH2:5][CH2:6][CH2:7][CH3:8])[O:9][c:10]1[cH:11][cH:12][c:13](-[c:16]2[cH:17][cH:18][c:19]([C:22](=[O:23])[O:24][c:25]3[cH:26][cH:27][c:28]([CH:31]([C:32](=[O:33])[O:34][CH3:35])[CH3:36])[cH:29][cH:30]3)[cH:20][cH:21]2)[cH:14][cH:15]1.[Cl:45][C:46]([Cl:47])([Cl:48])[Cl:49]>>[CH2:1]([CH2:2][CH2:3][CH2:4][CH2:5][CH2:6][CH2:7][CH3:8])[O:9][c:10]1[cH:11][cH:12][c:13](-[c:16]2[cH:17][cH:18][c:19]([C:22](=[O:23])[O:24][c:25]3[cH:26][cH:27][c:28]([C:31]([C:32](=[O:33])[O:34][CH3:35])([CH3:36])[Br:37])[cH:29][cH:30]3)[cH:20][cH:21]2)[cH:14][cH:15]1.